This data is from the Open Reaction Database (ORD), a public repository of structured organic reaction records. The task is: describe an organic reaction: reactants, conditions, products, and yield The reactants are FC(C(=O)OC(C(F)(F)F)=O)(F)F (Trifluoroacetic acid anhydride), C(=O)(O)CSC1=CC=C(OCC2=C(SC=C2)C(=O)O)C=C1 (3-(4-Carboxymethylsulfanylphenoxymethyl)thiophene-2-carboxylic acid). The solvent is ClC(C)Cl (dichloroethane). Reaction conditions: temperature 60 celsius, time 8 hour. The product is O=C1C=2SC=CC2COC2=C1C=C(C=C2)SCC(=O)O ((4-oxo-4,10-dihydro-9-oxa-3-thiabenzo[f]azulen-6-ylsulfanyl)acetic acid). Yield: 97.9%. Reaction SMILES: FC(F)(F)C(OC(=O)C(F)(F)F)=O.[C:14]([CH2:17][S:18][C:19]1[CH:34]=[CH:33][C:22]([O:23][CH2:24][C:25]2[CH:29]=[CH:28][S:27][C:26]=2[C:30]([OH:32])=O)=[CH:21][CH:20]=1)([OH:16])=[O:15]>ClC(Cl)C>[O:32]=[C:30]1[C:33]2[CH:34]=[C:19]([S:18][CH2:17][C:14]([OH:16])=[O:15])[CH:20]=[CH:21][C:22]=2[O:23][CH2:24][C:25]2[CH:29]=[CH:28][S:27][C:26]1=2. Procedure: Trifluoroacetic acid anhydride (28.0 mL, 201 mmol) was added to a dichloroethane (300 mL) solution of the compound obtained in Example 20 (29.0 g, 89 mmol), and the mixture was stirred overnight at 60° C. The solvents were distilled off under a reduced pressure, and water was added to the residue. The precipitated crystals were separated by filtration and dried, to give 26.7 g (98%) of the captioned compound.